From a dataset of the Open Reaction Database (ORD), a public repository of structured organic reaction records. describe an organic reaction: reactants, conditions, products, and yield Reactants: BrC1=C(C(=CC=C1)[N+](=O)[O-])C (2-bromo-6-nitrotoluene). The reagents and catalysts are C=1C=CC(=CC1)[P](C=2C=CC=CC2)(C=3C=CC=CC3)[Pd]([P](C=4C=CC=CC4)(C=5C=CC=CC5)C=6C=CC=CC6)([P](C=7C=CC=CC7)(C=8C=CC=CC8)C=9C=CC=CC9)[P](C=1C=CC=CC1)(C=1C=CC=CC1)C=1C=CC=CC1 (tetrakis(triphenylphosphine)palladium(0)). Yields the product C1(=CC=CC=C1)C1=C(C(=CC=C1)[N+](=O)[O-])C (2-phenyl-6-nitrotoluene). Yield: 120.2%. As a reaction SMILES: Br[C:2]1[CH:7]=[CH:6][CH:5]=[C:4]([N+:8]([O-:10])=[O:9])[C:3]=1[CH3:11]>C1C=CC([P]([Pd]([P](C2C=CC=CC=2)(C2C=CC=CC=2)C2C=CC=CC=2)([P](C2C=CC=CC=2)(C2C=CC=CC=2)C2C=CC=CC=2)[P](C2C=CC=CC=2)(C2C=CC=CC=2)C2C=CC=CC=2)(C2C=CC=CC=2)C2C=CC=CC=2)=CC=1>[C:2]1([C:2]2[CH:7]=[CH:6][CH:5]=[C:4]([N+:8]([O-:10])=[O:9])[C:3]=2[CH3:11])[CH:7]=[CH:6][CH:5]=[CH:4][CH:3]=1 |^1:15,17,36,55|. Procedure: A 100 mL round bottomed flask under argon was charged with 480 mg of tetrakis(triphenylphosphine)palladium(0), and 3 g of 2-bromo-6-nitrotoluene dissolved in 50 mL of degassed, toluene. To this was added under argon 9 mL of a 2M degassed Na2CO3 aqueous solution, and then 1.7 g of phenylboronic acid dissolved in 20 mL of ethanol was added. The mixture was refluxed for 6 h with stirring. Residual boronic acid was removed by treatment with 30% H2O2 for 1 hour. The mixture was extracted with methyle... The reactants are BrC=1C=C2C=C(N=CC2=CC1)Cl (6-bromo-3-chloro-isoquinoline), C(CCC)[Sn](C(=C)OCC)(CCCC)CCCC (tributyl-(1-ethoxy-vinyl)-stannane). Reagents/catalysts: Cl[Pd]([P](C1=CC=CC=C1)(C2=CC=CC=C2)C3=CC=CC=C3)([P](C4=CC=CC=C4)(C5=CC=CC=C5)C6=CC=CC=C6)Cl (Bis(triphenylphosphine)palladium(II) dichloride). Solvent: C1(=CC=CC=C1)C (toluene). Conditions: temperature 50 celsius. The product is ClC=1N=CC2=CC=C(C=C2C1)C(=C)OCC (3-Chloro-6-(1-ethoxy-vinyl)-isoquinoline). The yield is 103.1%. Reaction SMILES: Br[C:2]1[CH:3]=[C:4]2[C:9](=[CH:10][CH:11]=1)[CH:8]=[N:7][C:6]([Cl:12])=[CH:5]2.C([Sn](CCCC)(CCCC)[C:18]([O:20][CH2:21][CH3:22])=[CH2:19])CCC>C1(C)C=CC=CC=1.Cl[Pd](Cl)([P](C1C=CC=CC=1)(C1C=CC=CC=1)C1C=CC=CC=1)[P](C1C=CC=CC=1)(C1C=CC=CC=1)C1C=CC=CC=1>[Cl:12][C:6]1[N:7]=[CH:8][C:9]2[C:4]([CH:5]=1)=[CH:3][C:2]([C:18]([O:20][CH2:21][CH3:22])=[CH2:19])=[CH:11][CH:10]=2 |^1:40,59|. Reported procedure: A solution of 6-bromo-3-chloro-isoquinoline (972 mg, 4 mmol) and tributyl-(1-ethoxy-vinyl)-stannane (2.5 g, 2.5 mL, 7 mmol) in toluene (12 mL) was degassed with nitrogen for 30 minutes. Bis(triphenylphosphine)palladium(II) dichloride (280 mg, 0.4 mmol) was added and the reaction mixture was heated at 50° C. for 18 h. The reaction mixture was cooled to room temperature and the mixture was purified by silica gel chromatography using a gradient of iso-hexanes/ethyl acetate 20:1 to 10:1 to afford th... Starting materials: [K+].C1=CC(=CC=2SC3=C(C21)C=CC=C3)C(=O)[O-] (dibenzothiophene-3-carboxylic acid potassium salt), C(C(=O)Cl)(=O)Cl (oxalyl chloride). Run in C1=CC=CC=C1 (benzene), C1=CC=CC=C1 (benzene). Reaction conditions: time 30 minute. Yields the product ClC(=O)C=1C=CC2=C(SC3=C2C=CC=C3)C1 (3-chlorocarbonyldibenzothiophene). RXN SMILES: [K+].[CH:2]1[C:10]2[C:9]3[CH:11]=[CH:12][CH:13]=[CH:14][C:8]=3[S:7][C:6]=2[CH:5]=[C:4]([C:15]([O-:17])=O)[CH:3]=1.C(Cl)(=O)C([Cl:21])=O>C1C=CC=CC=1>[Cl:21][C:15]([C:4]1[CH:3]=[CH:2][C:10]2[C:9]3[CH:11]=[CH:12][CH:13]=[CH:14][C:8]=3[S:7][C:6]=2[CH:5]=1)=[O:17] |f:0.1|. Procedure: To a suspension of 8.9 g. of dibenzothiophene-3-carboxylic acid potassium salt in 200 ml. of benzene was added dropwise with stirring over a period of 30 minutes, a solution of 6.4 g. of oxalyl chloride in 50 ml. of benzene. The mixture was stirred and refluxed for two hours. The mixture was filtered and the solvent was removed in vacuo on the steam bath. The residue, 3-chlorocarbonyldibenzothiphene (7.9 g.) was used directly in the next step. Reactants: C1(=CC=CC2=CC=CC=C12)C=CC(C)=O (4-(1-naphthyl)-3-buten-2-one), Cl.NO (hydroxylamine hydrochloride), [OH-].[Na+] (sodium hydroxide). The solvent is CO (methanol). Product: C1(=CC=CC=C1)C=CC=CC(C)=NO (4-(2-phenylethenyl)-3-buten-2one 2-oxime). The yield is 60.6%. Reaction SMILES: [C:1]1([CH:11]=[CH:12]C(=O)C)[C:10]2[C:5](=[CH:6][CH:7]=[CH:8][CH:9]=2)[CH:4]=[CH:3][CH:2]=1.Cl.[NH2:17][OH:18].[OH-].[Na+]>CO>[C:5]1([CH:4]=[CH:3][CH:2]=[CH:1][C:11](=[N:17][OH:18])[CH3:12])[CH:10]=[CH:9][CH:8]=[CH:7][CH:6]=1 |f:1.2,3.4|. Reported procedure: In a 250 ml single neck flask was charged 5.28 g (30 mmoles, 1.0 eq.) of 4-(1-naphthyl)-3-buten-2-one and 5.2 g (75.4 mmoles, 2.5 eq) of hydroxylamine hydrochloride and 6 g of 50% sodium hydroxide (75 mmoles, 2.5 eq) and 100 ml of methanol. The reaction mixture was stirred at reflux for 2 hours. The reaction mixture was concentrated, diluted with water (50 ml), and then extracted with ethyl acetate (2×50 ml). The organic phase was dried and concentrated, to obtain 3.4 of 4-(2-phenylethenyl)-3-bu... The reactants are CC(=O)O, CCOC(C)=O, [K], O, O=c1cnn(CO)c(=O)[nH]1, O=C(Cl)c1cccc2ccccc12, c1ccncc1. Product: O=C(OCn1ncc(=O)[nH]c1=O)c1cccc2ccccc12. Reaction SMILES: [CH3:25][C:26](=[O:27])[OH:28].[CH3:36][CH2:37][O:38][C:39](=[O:40])[CH3:41].[K:1].[OH2:35].[OH:2][CH2:3][n:4]1[n:5][cH:6][c:7](=[O:11])[nH:8][c:9]1=[O:10].[c:12]1([C:22](=[O:23])[Cl:24])[cH:13][cH:14][cH:15][c:16]2[cH:17][cH:18][cH:19][cH:20][c:21]12.[cH:29]1[cH:30][cH:31][n:32][cH:33][cH:34]1>>[O:2]([CH2:3][n:4]1[n:5][cH:6][c:7](=[O:11])[nH:8][c:9]1=[O:10])[C:22]([c:12]1[cH:13][cH:14][cH:15][c:16]2[cH:17][cH:18][cH:19][cH:20][c:21]12)=[O:23].